This data is from the Open Reaction Database (ORD), a public repository of structured organic reaction records. The task is: describe an organic reaction: reactants, conditions, products, and yield Product: CN1C(NC(C12CC1=C(C=C3C=CC(=NC3=C1)C(=O)NC1=CC=CC=C1)C2)=O)=O ((±)-3′-Methyl-2′,5′-dioxo-N-phenyl-6,8-dihydrospiro[cyclopenta[g]quinoline-7,4′-imidazolidine]-2-carboxamide). The solvent is CN(C)C=O (DMF). Procedure: A mixture of (±)-3′-methyl-2′,5′-dioxo-6,8-dihydrospiro[cyclopenta[g]quinoline-7,4′-imidazolidine]-2-carboxylic acid (14 mg, 0.045 mmol, described in Intermediate 18), aniline (4 mg, 0.045 mmol), EDC (26 mg, 0.136 mmol), HOBT (21 mg, 0.136 mmol), and N,N-diisopropylethylamine (0.039 mL, 0.226 mmol) is stirred in DMF (1 mL) at ambient temperature for 18 h. The reaction mixture is purified directly by HPLC using a reversed phase C18 column and eluting with a gradient of H2O:CH3CN:CF3CO2H—90:10:0.1... As a reaction SMILES: [CH3:1][N:2]1[C:6]2([CH2:21][C:9]3[CH:10]=[C:11]4[C:16](=[CH:17][C:8]=3[CH2:7]2)[N:15]=[C:14]([C:18](O)=[O:19])[CH:13]=[CH:12]4)[C:5](=[O:22])[NH:4][C:3]1=[O:23].[NH2:24][C:25]1[CH:30]=[CH:29][CH:28]=[CH:27][CH:26]=1.C(Cl)CCl.C1C=CC2N(O)N=NC=2C=1.C(N(CC)C(C)C)(C)C>CN(C=O)C>[CH3:1][N:2]1[C:6]2([CH2:21][C:9]3[CH:10]=[C:11]4[C:16](=[CH:17][C:8]=3[CH2:7]2)[N:15]=[C:14]([C:18]([NH:24][C:25]2[CH:30]=[CH:29][CH:28]=[CH:27][CH:26]=2)=[O:19])[CH:13]=[CH:12]4)[C:5](=[O:22])[NH:4][C:3]1=[O:23]. Reactants: CN1C(NC(C12CC1=C(C=C3C=CC(=NC3=C1)C(=O)O)C2)=O)=O ((±)-3′-methyl-2′,5′-dioxo-6,8-dihydrospiro[cyclopenta[g]quinoline-7,4′-imidazolidine]-2-carboxylic acid), CN1C(NC(C12CC1=C(C=C3C=CC(=NC3=C1)C(=O)O)C2)=O)=O ((±)-3′-methyl-2′,5′-dioxo-6,8-dihydrospiro[cyclopenta[g]quinoline-7,4′-imidazolidine]-2-carboxylic acid), NC1=CC=CC=C1 (aniline), C(CCl)Cl (EDC), C=1C=CC2=C(C1)N=NN2O (HOBT), C(C)(C)N(C(C)C)CC (N,N-diisopropylethylamine). The reactants are CC(C)OCC1(C(C)(F)F)c2cc(C#N)ccc2Nc2ncccc21, O=C1CCC(=O)N1Cl. Yields the product CC(C)OCC1(C(C)(F)F)c2cc(C#N)ccc2Nc2ncc(Cl)cc21. As a reaction SMILES: [C:1](#[N:2])[c:3]1[cH:4][c:5]2[c:6]([cH:24][cH:25]1)[NH:7][c:8]1[n:9][cH:10][cH:11][cH:12][c:13]1[C:14]2([C:15]([CH3:16])([F:17])[F:18])[CH2:19][O:20][CH:21]([CH3:22])[CH3:23].[Cl:26][N:27]1[C:28](=[O:29])[CH2:30][CH2:31][C:32]1=[O:33]>>[C:1](#[N:2])[c:3]1[cH:4][c:5]2[c:6]([cH:24][cH:25]1)[NH:7][c:8]1[n:9][cH:10][c:11]([Cl:26])[cH:12][c:13]1[C:14]2([C:15]([CH3:16])([F:17])[F:18])[CH2:19][O:20][CH:21]([CH3:22])[CH3:23].